From a dataset of the Open Reaction Database (ORD), a public repository of structured organic reaction records. describe an organic reaction: reactants, conditions, products, and yield The reactants are ClC1=NC=CC=C1C(=O)NC1=CC2=C(CCC=3C(=NN(C23)C2=CC=C(C=C2)C#C)C(=O)N)C=C1 (8-{[(2-chloropyridin-3-yl)carbonyl]amino}-1-(4-ethynylphenyl)-4,5-dihydro-1H-benzo[g]indazole-3-carboxamide), Pd CaSO4. The solvent is CN(C)C=O.CS(=O)C (DMF DMSO). Yields the product ClC1=NC=CC=C1C(=O)NC1=CC2=C(CCC=3C(=NN(C23)C2=CC=C(C=C2)C=C)C(=O)N)C=C1 (8-{[(2-chloropyridin-3-yl)carbonyl]amino}-1-(4-vinylphenyl)-4,5-dihydro-1H-benzo[g]indazole-3-carboxamide). Yield: 46.9%. Reaction SMILES: [Cl:1][C:2]1[C:7]([C:8]([NH:10][C:11]2[CH:34]=[CH:33][C:14]3[CH2:15][CH2:16][C:17]4[C:18]([C:30]([NH2:32])=[O:31])=[N:19][N:20]([C:22]5[CH:27]=[CH:26][C:25]([C:28]#[CH:29])=[CH:24][CH:23]=5)[C:21]=4[C:13]=3[CH:12]=2)=[O:9])=[CH:6][CH:5]=[CH:4][N:3]=1>CN(C=O)C.CS(C)=O>[Cl:1][C:2]1[C:7]([C:8]([NH:10][C:11]2[CH:34]=[CH:33][C:14]3[CH2:15][CH2:16][C:17]4[C:18]([C:30]([NH2:32])=[O:31])=[N:19][N:20]([C:22]5[CH:27]=[CH:26][C:25]([CH:28]=[CH2:29])=[CH:24][CH:23]=5)[C:21]=4[C:13]=3[CH:12]=2)=[O:9])=[CH:6][CH:5]=[CH:4][N:3]=1 |f:1.2|. Reported procedure: A solution of 8-{[(2-chloropyridin-3-yl)carbonyl]amino}-1-(4-ethynylphenyl)-4,5-dihydro-1H-benzo[g]indazole-3-carboxamide (557 mg, 1.19 mmol) in DMF-DMSO (20 mL-1 mL) was treated at RT with H2 (5 psi) and Pd—CaSO4 (5%, 100 mg) for 12 min. The mixture was filtered through celite pad, concentrated and added water. The solid product was collected via filtration, washed with water and ether, and dried to give product (262 mg, 47%). 1H NMR was consistent with its structure. The reactants are CCCCOC(=O)Cl, ClCCl, c1ccc(N2CCCC2)nc1, O=C(O)CC(O)(CC(=O)O)C(=O)O, CC(C)Cc1cc(-c2cccc(Cn3ccnc3)c2)c(S(=O)(=O)NC(C)(C)C)s1. Yields the product CCCCOC(=O)NS(=O)(=O)c1sc(CC(C)C)cc1-c1cccc(Cn2ccnc2)c1. As a reaction SMILES: [Cl:41][C:42](=[O:43])[O:44][CH2:45][CH2:46][CH2:47][CH3:48].[Cl:62][CH2:63][Cl:64].[N:30]1([c:31]2[cH:32][cH:33][cH:34][cH:35][n:36]2)[CH2:37][CH2:38][CH2:39][CH2:40]1.[OH:49][C:50]([CH2:51][C:52]([C:53](=[O:54])[OH:55])([CH2:56][C:57](=[O:58])[OH:59])[OH:60])=[O:61].[n:1]1([CH2:6][c:7]2[cH:8][c:9](-[c:13]3[c:14]([S:22](=[O:23])(=[O:24])[NH:25][C:26]([CH3:27])([CH3:28])[CH3:29])[s:15][c:16]([CH2:18][CH:19]([CH3:20])[CH3:21])[cH:17]3)[cH:10][cH:11][cH:12]2)[cH:2][n:3][cH:4][cH:5]1>>[n:1]1([CH2:6][c:7]2[cH:8][c:9](-[c:13]3[c:14]([S:22](=[O:23])(=[O:24])[NH:25][C:42](=[O:43])[O:44][CH2:45][CH2:46][CH2:47][CH3:48])[s:15][c:16]([CH2:18][CH:19]([CH3:20])[CH3:21])[cH:17]3)[cH:10][cH:11][cH:12]2)[cH:2][n:3][cH:4][cH:5]1.